This data is from the Open Reaction Database (ORD), a public repository of structured organic reaction records. The task is: describe an organic reaction: reactants, conditions, products, and yield Yields the product N#Cc1c(NCCO)nc(OCc2ccccc2)c(C#N)c1-c1ccc2c(c1)OCO2. The reactants are C1CCOC1, N#Cc1c(Cl)nc(OCc2ccccc2)c(C#N)c1-c1ccc2c(c1)OCO2, O, NCCO. Reaction SMILES: [CH2:34]1[O:35][CH2:36][CH2:37][CH2:38]1.[Cl:1][c:2]1[n:3][c:4]([O:21][CH2:22][c:23]2[cH:24][cH:25][cH:26][cH:27][cH:28]2)[c:5]([C:19]#[N:20])[c:6](-[c:10]2[cH:11][c:12]3[c:13]([cH:17][cH:18]2)[O:14][CH2:15][O:16]3)[c:7]1[C:8]#[N:9].[OH2:33].[OH:29][CH2:30][CH2:31][NH2:32]>>[c:2]1([NH:32][CH2:31][CH2:30][OH:29])[n:3][c:4]([O:21][CH2:22][c:23]2[cH:24][cH:25][cH:26][cH:27][cH:28]2)[c:5]([C:19]#[N:20])[c:6](-[c:10]2[cH:11][c:12]3[c:13]([cH:17][cH:18]2)[O:14][CH2:15][O:16]3)[c:7]1[C:8]#[N:9]. Solvent: C(C)(=O)OCC (ethyl acetate). Procedure details: A solution of 1.385 g of ethyl 3-[3-(3-pyridyl)propyl]-7-(2-tetrahydropyranyloxy)-hept-2-enoate in 30 ml ethyl acetate is hydrogenated in a Parr apparatus at 3 atmospheres (=3.04 bar) pressure and room temperature in the presence of 5% Pd/C catalyst for 13 h to yield ethyl 3-[3-(3-pyridyl)propyl]-7-(2-tetrahydropyranyloxy)-heptanoate; NMR (CDCl3): delta 2.2 (ddd,2H). Reactants: N1=CC(=CC=C1)CCCC(=CC(=O)OCC)CCCCOC1OCCCC1 (ethyl 3-[3-(3-pyridyl)propyl]-7-(2-tetrahydropyranyloxy)-hept-2-enoate). The reagents and catalysts are [Pd] (Pd/C). Product: N1=CC(=CC=C1)CCCC(CC(=O)OCC)CCCCOC1OCCCC1 (ethyl 3-[3-(3-pyridyl)propyl]-7-(2-tetrahydropyranyloxy)-heptanoate). RXN SMILES: [N:1]1[CH:6]=[CH:5][CH:4]=[C:3]([CH2:7][CH2:8][CH2:9][C:10]([CH2:17][CH2:18][CH2:19][CH2:20][O:21][CH:22]2[CH2:27][CH2:26][CH2:25][CH2:24][O:23]2)=[CH:11][C:12]([O:14][CH2:15][CH3:16])=[O:13])[CH:2]=1>C(OCC)(=O)C.[Pd]>[N:1]1[CH:6]=[CH:5][CH:4]=[C:3]([CH2:7][CH2:8][CH2:9][CH:10]([CH2:17][CH2:18][CH2:19][CH2:20][O:21][CH:22]2[CH2:27][CH2:26][CH2:25][CH2:24][O:23]2)[CH2:11][C:12]([O:14][CH2:15][CH3:16])=[O:13])[CH:2]=1. The reactants are COC(C(C)(C)OC1=C(C=C(C=C1)CCCC1N(C(N(C1)CC1=CC=C(C=C1)C(C)(C)C)=O)C)CC=C)=O (2-(2-Allyl-4-{3-[1-(4-tert-butyl-benzyl)-3-methyl-2-oxo-imidazolidin-4-yl]-propyl}-phenoxy)-2-methyl-propionic acid methyl ester). Solvent: C(C)O (ethanol). Reaction conditions: time 2 hour. Yields the product COC(C(C)(C)OC1=C(C=C(C=C1)CCCC1N(C(N(C1)CC1=CC=C(C=C1)C(C)(C)C)=O)C)CCC)=O (2-(4-{3-[1-(4-tert-Butyl-benzyl)-3-methyl-2-oxo-imidazolidin-4-yl]-propyl}-2-propyl-phenoxy)-2-methyl-propionic acid methyl ester). Yield: 88.2%. Reaction SMILES: [CH3:1][O:2][C:3](=[O:38])[C:4]([O:7][C:8]1[CH:13]=[CH:12][C:11]([CH2:14][CH2:15][CH2:16][CH:17]2[CH2:21][N:20]([CH2:22][C:23]3[CH:28]=[CH:27][C:26]([C:29]([CH3:32])([CH3:31])[CH3:30])=[CH:25][CH:24]=3)[C:19](=[O:33])[N:18]2[CH3:34])=[CH:10][C:9]=1[CH2:35][CH:36]=[CH2:37])([CH3:6])[CH3:5]>C(O)C>[CH3:1][O:2][C:3](=[O:38])[C:4]([O:7][C:8]1[CH:13]=[CH:12][C:11]([CH2:14][CH2:15][CH2:16][CH:17]2[CH2:21][N:20]([CH2:22][C:23]3[CH:24]=[CH:25][C:26]([C:29]([CH3:30])([CH3:31])[CH3:32])=[CH:27][CH:28]=3)[C:19](=[O:33])[N:18]2[CH3:34])=[CH:10][C:9]=1[CH2:35][CH2:36][CH3:37])([CH3:5])[CH3:6]. Reported procedure: 2-(2-Allyl-4-{3-[1-(4-tert-butyl-benzyl)-3-methyl-2-oxo-imidazolidin-4-yl]-propyl}-phenoxy)-2-methyl-propionic acid methyl ester (0.060 g, 0.115 mmole) was dissolved in absolute ethanol (10 mL). After purged the solution with N2 for 15 min, 10% Pd/C (0.030 g). The reaction was stirred under a hydrogen balloon at room temperature for 2 hours. The catalyst was removed through filtration, and solvent was removed on rota-vapor to provide a colorless oil (0.053 g, 88%). Mass [EI+] 523 (M+H)+. Starting materials: CC(=O)OC(C)=O, O=Cc1ccccc1, c1cnc2c(c1)CCCC2. The product is C(=C1CCCc2cccnc21)c1ccccc1. As a reaction SMILES: [CH3:19][C:20]([O:21][C:22](=[O:23])[CH3:24])=[O:25].[CH:1](=[O:2])[c:3]1[cH:4][cH:5][cH:6][cH:7][cH:8]1.[n:9]1[cH:10][cH:11][cH:12][c:13]2[c:18]1[CH2:17][CH2:16][CH2:15][CH2:14]2>>[CH:1]([c:3]1[cH:4][cH:5][cH:6][cH:7][cH:8]1)=[C:17]1[CH2:16][CH2:15][CH2:14][c:13]2[cH:12][cH:11][cH:10][n:9][c:18]21. Starting materials: F[B-](F)(F)F, CC(C)(C)OC(=O)NCc1ccccc1CC(=O)O, CNC(CN1CCCC1)c1ccccc1, CC#N, CCN(C(C)C)C(C)C, CN(C)C(On1nnc2ccccc21)=[N+](C)C. The product is CN(C(=O)Cc1ccccc1CNC(=O)OC(C)(C)C)C(CN1CCCC1)c1ccccc1. Reaction SMILES: [B-:44]([F:45])([F:46])([F:47])[F:48].[C:25]([CH3:26])([CH3:27])([CH3:28])[O:29][C:30](=[O:31])[NH:32][CH2:33][c:34]1[c:35]([CH2:40][C:41](=[O:42])[OH:43])[cH:36][cH:37][cH:38][cH:39]1.[CH3:1][NH:2][CH:3]([CH2:4][N:5]1[CH2:6][CH2:7][CH2:8][CH2:9]1)[c:10]1[cH:11][cH:12][cH:13][cH:14][cH:15]1.[CH3:66][C:67]#[N:68].[CH:16]([N:17]([CH:18]([CH3:19])[CH3:20])[CH2:21][CH3:22])([CH3:23])[CH3:24].[n:49]1([O:50][C:51]([N:52]([CH3:53])[CH3:54])=[N+:55]([CH3:56])[CH3:57])[c:58]2[cH:59][cH:60][cH:61][cH:62][c:63]2[n:64][n:65]1>>[CH3:1][N:2]([CH:3]([CH2:4][N:5]1[CH2:6][CH2:7][CH2:8][CH2:9]1)[c:10]1[cH:11][cH:12][cH:13][cH:14][cH:15]1)[C:41]([CH2:40][c:35]1[c:34]([CH2:33][NH:32][C:30]([O:29][C:25]([CH3:26])([CH3:27])[CH3:28])=[O:31])[cH:39][cH:38][cH:37][cH:36]1)=[O:43]. Reactants: CC(C)(C)OC(=O)N1CCNCC1, CCN=C=NCCCN(C)C, CCN(C(C)C)C(C)C, Cl, CN(C)C=O, O, On1nnc2ccccc21, O=C(O)CC(=O)Nc1ccc(-c2ccccc2)cc1. Product: CC(C)(C)OC(=O)N1CCN(C(=O)CC(=O)Nc2ccc(-c3ccccc3)cc2)CC1. Reaction SMILES: [C:51]([CH3:52])([CH3:53])([CH3:54])[O:55][C:56](=[O:57])[N:58]1[CH2:59][CH2:60][NH:61][CH2:62][CH2:63]1.[CH3:39][CH2:40][N:41]=[C:42]=[N:43][CH2:44][CH2:45][CH2:46][N:47]([CH3:48])[CH3:49].[CH:11]([N:12]([CH2:13][CH3:14])[CH:15]([CH3:16])[CH3:17])([CH3:18])[CH3:19].[ClH:50].[O:64]=[CH:65][N:66]([CH3:67])[CH3:68].[OH2:69].[OH:1][n:2]1[c:3]2[c:4]([cH:5][cH:6][cH:7][cH:8]2)[n:9][n:10]1.[c:20]1(-[c:33]2[cH:34][cH:35][cH:36][cH:37][cH:38]2)[cH:21][cH:22][c:23]([NH:26][C:27]([CH2:28][C:29](=[O:30])[OH:31])=[O:32])[cH:24][cH:25]1>>[c:20]1(-[c:33]2[cH:34][cH:35][cH:36][cH:37][cH:38]2)[cH:21][cH:22][c:23]([NH:26][C:27]([CH2:28][C:29](=[O:31])[N:61]2[CH2:60][CH2:59][N:58]([C:56]([O:55][C:51]([CH3:52])([CH3:53])[CH3:54])=[O:57])[CH2:63][CH2:62]2)=[O:32])[cH:24][cH:25]1. Yields the product COc1cc(OC)nc(N2CCN(Cc3ccccc3)CC2)n1. Starting materials: O=C([O-])[O-], c1ccc(CN2CCNCC2)cc1, COc1cc(OC)nc(S(C)(=O)=O)n1, CC#N, [K+], [K+]. Reaction SMILES: [C:14](=[O:15])([O-:16])[O-:17].[CH2:1]([c:2]1[cH:3][cH:4][cH:5][cH:6][cH:7]1)[N:8]1[CH2:9][CH2:10][NH:11][CH2:12][CH2:13]1.[CH3:20][O:21][c:22]1[n:23][c:24]([S:30]([CH3:31])(=[O:32])=[O:33])[n:25][c:26]([O:28][CH3:29])[cH:27]1.[CH3:34][C:35]#[N:36].[K+:18].[K+:19]>>[CH2:1]([c:2]1[cH:3][cH:4][cH:5][cH:6][cH:7]1)[N:8]1[CH2:9][CH2:10][N:11]([c:24]2[n:23][c:22]([O:21][CH3:20])[cH:27][c:26]([O:28][CH3:29])[n:25]2)[CH2:12][CH2:13]1.